From a dataset of the Open Reaction Database (ORD), a public repository of structured organic reaction records. describe an organic reaction: reactants, conditions, products, and yield Reactants: FC1(CC(C1)C1=NC(=NO1)C=1C=CC(=C(C1)NC(=O)C1=CN=C2N1C=C(C=C2)C2=NNC(=N2)C)C)F (N-(5-(5-(3,3-difluorocyclobutyl)-1,2,4-oxadiazol-3-yl)-2-methylphenyl)-6-(5-methyl-1H-1,2,4-triazol-3-yl)imidazo[1,2-a]pyridine-3-carboxamide), BrCCOC (1-bromo-2-methoxyethane), C(=O)([O-])[O-].[K+].[K+] (K2CO3). Solvent: CN(C)C=O (DMF). The product is FC1(CC(C1)C1=NC(=NO1)C=1C=CC(=C(C1)NC(=O)C1=CN=C2N1C=C(C=C2)C2=NN(C(=N2)C)CCOC)C)F (N-(5-(5-(3,3-difluorocyclobutyl)-1,2,4-oxadiazol-3-yl)-2-methylphenyl)-6-(1-(2-methoxyethyl)-5-methyl-1H-1,2,4-triazol-3-yl)imidazo[1,2-a]pyridine-3-carboxamide). Reaction SMILES: [F:1][C:2]1([F:36])[CH2:5][CH:4]([C:6]2[O:10][N:9]=[C:8]([C:11]3[CH:12]=[CH:13][C:14]([CH3:35])=[C:15]([NH:17][C:18]([C:20]4[N:24]5[CH:25]=[C:26]([C:29]6[N:33]=[C:32]([CH3:34])[NH:31][N:30]=6)[CH:27]=[CH:28][C:23]5=[N:22][CH:21]=4)=[O:19])[CH:16]=3)[N:7]=2)[CH2:3]1.Br[CH2:38][CH2:39][O:40][CH3:41].C([O-])([O-])=O.[K+].[K+]>CN(C=O)C>[F:36][C:2]1([F:1])[CH2:5][CH:4]([C:6]2[O:10][N:9]=[C:8]([C:11]3[CH:12]=[CH:13][C:14]([CH3:35])=[C:15]([NH:17][C:18]([C:20]4[N:24]5[CH:25]=[C:26]([C:29]6[N:33]=[C:32]([CH3:34])[N:31]([CH2:38][CH2:39][O:40][CH3:41])[N:30]=6)[CH:27]=[CH:28][C:23]5=[N:22][CH:21]=4)=[O:19])[CH:16]=3)[N:7]=2)[CH2:3]1 |f:2.3.4|. Procedure details: N-(5-(5-(3,3-difluorocyclobutyl)-1,2,4-oxadiazol-3-yl)-2-methylphenyl)-6-(5-methyl-1H-1,2,4-triazol-3-yl)imidazo[1,2-a]pyridine-3-carboxamide (F79) (6.0 mg, 0.012 mmol), 1-bromo-2-methoxyethane (1.7 mg, 0.012 mmol) and K2CO3(5.0 mg, 0.036 mmol) in DMF (0.5 mL) was heated at 120° C. for 30 minutes. The reaction mixture was purified by preparative HPLC to afford N-(5-(5-(3,3-difluorocyclobutyl)-1,2,4-oxadiazol-3-yl)-2-methylphenyl)-6-(1-(2-methoxyethyl)-5-methyl-1H-1,2,4-triazol-3-yl)imidazo[1,2-a...